From a dataset of the Open Reaction Database (ORD), a public repository of structured organic reaction records. describe an organic reaction: reactants, conditions, products, and yield Product: CNc1cc(N2CCC(C(F)(F)F)CC2)c(C#N)cc1[N+](=O)[O-]. As a reaction SMILES: [Cl:1][c:2]1[c:3]([C:4]#[N:5])[cH:6][c:7]([N+:12](=[O:13])[O-:14])[c:8]([NH:10][CH3:11])[cH:9]1.[F:15][C:16]([CH:17]1[CH2:18][CH2:19][NH:20][CH2:21][CH2:22]1)([F:23])[F:24].[K+:25].[K+:26].[NH4+:32].[O-:27][C:28]([O-:29])=[O:30].[O:33]=[CH:34][N:35]([CH3:36])[CH3:37].[OH-:31]>>[c:2]1([N:20]2[CH2:19][CH2:18][CH:17]([C:16]([F:15])([F:23])[F:24])[CH2:22][CH2:21]2)[c:3]([C:4]#[N:5])[cH:6][c:7]([N+:12](=[O:13])[O-:14])[c:8]([NH:10][CH3:11])[cH:9]1. Starting materials: CNc1cc(Cl)c(C#N)cc1[N+](=O)[O-], FC(F)(F)C1CCNCC1, [K+], [K+], [NH4+], O=C([O-])[O-], CN(C)C=O, [OH-]. The reactants are BrBr, [Li]CCCC, C1CCOC1, CCCCCC, Cc1c(-c2ccc(OCOCC[Si](C)(C)C)cc2OCOCC[Si](C)(C)C)c(=O)oc2cc(OCOCC[Si](C)(C)C)ccc12, CCOC(C)=O, [Na+], [Na+], [Na+], O=C([O-])O, O=S([O-])[O-]. Yields the product C[Si](C)(C)CCOCOc1ccc(-c2c(CBr)c3ccc(OCOCC[Si](C)(C)C)cc3oc2=O)c(OCOCC[Si](C)(C)C)c1. As a reaction SMILES: [Br:51][Br:52].[CH2:1]([Li:2])[CH2:3][CH2:4][CH3:5].[CH2:70]1[O:71][CH2:72][CH2:73][CH2:74]1.[CH3:64][CH2:65][CH2:66][CH2:67][CH2:68][CH3:69].[CH3:6][Si:7]([CH2:8][CH2:9][O:10][CH2:11][O:12][c:13]1[c:14](-[c:28]2[c:29](=[O:48])[o:30][c:31]3[cH:32][c:33]([O:39][CH2:40][O:41][CH2:42][CH2:43][Si:44]([CH3:45])([CH3:46])[CH3:47])[cH:34][cH:35][c:36]3[c:37]2[CH3:38])[cH:15][cH:16][c:17]([O:19][CH2:20][O:21][CH2:22][CH2:23][Si:24]([CH3:25])([CH3:26])[CH3:27])[cH:18]1)([CH3:49])[CH3:50].[CH3:75][CH2:76][O:77][C:78]([CH3:79])=[O:80].[Na+:57].[Na+:62].[Na+:63].[O-:53][C:54]([OH:55])=[O:56].[S:58]([O-:59])([O-:60])=[O:61]>>[CH3:6][Si:7]([CH2:8][CH2:9][O:10][CH2:11][O:12][c:13]1[c:14](-[c:28]2[c:29](=[O:48])[o:30][c:31]3[cH:32][c:33]([O:39][CH2:40][O:41][CH2:42][CH2:43][Si:44]([CH3:45])([CH3:46])[CH3:47])[cH:34][cH:35][c:36]3[c:37]2[CH2:38][Br:51])[cH:15][cH:16][c:17]([O:19][CH2:20][O:21][CH2:22][CH2:23][Si:24]([CH3:25])([CH3:26])[CH3:27])[cH:18]1)([CH3:49])[CH3:50]. Starting materials: C(=O)NC=1SC=C(N1)C(C(=O)NC1[C@@H]2N(C(=C(CS2)CSC2=NN=NN2CCCCCC)C(=O)O)C1=O)=NOCC#N (7-[2-(2-formamidothiazol-4-yl)-2-cyanomethoxyiminoacetamido]-3-(1-n-hexyl-1H-tetrazol-5-yl)thiomethyl-3-cephem-4-carboxylic acid), Cl (hydrochloric acid). The solvent is CO (methanol), O1CCCC1 (tetrahydrofuran). The product is NC=1SC=C(N1)C(C(=O)NC1[C@@H]2N(C(=C(CS2)CSC2=NN=NN2CCCCCC)C(=O)O)C1=O)=NOCC#N (7-[2-(2-aminothiazol-4-yl)-2-cyanomethoxyiminoacetamido]-3-(1-n-hexyl-1H-tetrazol-5-yl)thiomethyl-3-cephem-4-carboxylic acid). Isolated yield 70.7%. Reaction SMILES: C([NH:3][C:4]1[S:5][CH:6]=[C:7]([C:9](=[N:38][O:39][CH2:40][C:41]#[N:42])[C:10]([NH:12][CH:13]2[C:36](=[O:37])[N:15]3[C:16]([C:33]([OH:35])=[O:34])=[C:17]([CH2:20][S:21][C:22]4[N:26]([CH2:27][CH2:28][CH2:29][CH2:30][CH2:31][CH3:32])[N:25]=[N:24][N:23]=4)[CH2:18][S:19][C@H:14]23)=[O:11])[N:8]=1)=O.Cl>CO.O1CCCC1>[NH2:3][C:4]1[S:5][CH:6]=[C:7]([C:9](=[N:38][O:39][CH2:40][C:41]#[N:42])[C:10]([NH:12][CH:13]2[C:36](=[O:37])[N:15]3[C:16]([C:33]([OH:35])=[O:34])=[C:17]([CH2:20][S:21][C:22]4[N:26]([CH2:27][CH2:28][CH2:29][CH2:30][CH2:31][CH3:32])[N:25]=[N:24][N:23]=4)[CH2:18][S:19][C@H:14]23)=[O:11])[N:8]=1. Reported procedure: A solution of 7-[2-(2-formamidothiazol-4-yl)-2-cyanomethoxyiminoacetamido]-3-(1-n-hexyl-1H-tetrazol-5-yl)thiomethyl-3-cephem-4-carboxylic acid (syn isomer, 1.11 g.) and conc. hydrochloric acid (0.73 g.) in methanol (11 ml.) and tetrahydrofuran (5 ml.) was treated in a similar manner to that of Example 9-(2) to give 7-[2-(2-aminothiazol-4-yl)-2-cyanomethoxyiminoacetamido]-3-(1-n-hexyl-1H-tetrazol-5-yl)thiomethyl-3-cephem-4-carboxylic acid (syn isomer, 0.75 g.). Starting materials: C(C1=CC=CC=C1)N1CC2C(C1)O2 (1-benzyl-3,4-epoxypyrrolidine), C=1(C(O)=CC=CC1)OC (guaiacol). The product is COC1=C(O[C@H]2[C@@H](CN(C2)CC2=CC=CC=C2)O)C=CC=C1 (Trans-4-(2-methoxyphenoxy)-1-phenylmethyl-3-pyrrolidinol). Isolated yield 27.0%. RXN SMILES: [CH2:1]([N:8]1[CH2:12][CH:11]2[O:13][CH:10]2[CH2:9]1)[C:2]1[CH:7]=[CH:6][CH:5]=[CH:4][CH:3]=1.[C:14]1([O:21][CH3:22])[C:15](=[CH:17][CH:18]=[CH:19][CH:20]=1)[OH:16]>>[CH3:22][O:21][C:14]1[CH:20]=[CH:19][CH:18]=[CH:17][C:15]=1[O:16][C@@H:11]1[CH2:12][N:8]([CH2:1][C:2]2[CH:3]=[CH:4][CH:5]=[CH:6][CH:7]=2)[CH2:9][C@H:10]1[OH:13]. Reported procedure: A mixture of 40 g. of crude 1-benzyl-3,4-epoxypyrrolidine and 70 g. of guaiacol was heated at 120° C. for 20 hr. Aspirator vacuum was then used to distill off the excess guaiacol. The residue was dissolved in methylene chloride and extracted with dilute sodium hydroxide. The methylene chloride solution was dried over anhydrous sodium sulfate and the solvent was evaporated. The residue weighed 54 g., was chromatographed on 1 kg. of silica gel. The product was eluted with 50% ethyl acetate in benz... The reactants are COc1ccc(Br)cc1C=O, OCCCO, Cc1ccccc1. The product is COc1ccc(Br)cc1C1OCCCO1. RXN SMILES: [Br:1][c:2]1[cH:3][cH:4][c:5]([O:10][CH3:11])[c:6]([CH:7]=[O:8])[cH:9]1.[CH2:12]([CH2:13][CH2:14][OH:15])[OH:16].[CH3:17][c:18]1[cH:19][cH:20][cH:21][cH:22][cH:23]1>>[Br:1][c:2]1[cH:3][cH:4][c:5]([O:10][CH3:11])[c:6]([CH:7]2[O:8][CH2:12][CH2:13][CH2:14][O:15]2)[cH:9]1. Starting materials: C(C)OC1=CC=C(CCl)C=C1 (4-ethoxybenzyl chloride), solution, C1(=CC=CC=C1)[Li] (phenyllithium), C(CCC)C=1C=CC(=NC1)C (5-butyl-2-picoline). Run in CCOCC (ether), C(C)OCC (diethyl ether), C1CCCCC1.C(C)OCC (cyclohexane diethyl ether), C(C)OCC (diethyl ether). Reaction conditions: time 1 hour. Product: C(C)OC1=CC=C(C=C1)CCC1=NC=C(C=C1)CCCC (2-(p-ethoxyphenylethyl)-5-butylpyridine). Reaction SMILES: C1([Li])C=CC=CC=1.[CH2:8]([C:12]1[CH:13]=[CH:14][C:15]([CH3:18])=[N:16][CH:17]=1)[CH2:9][CH2:10][CH3:11].[CH2:19]([O:21][C:22]1[CH:29]=[CH:28][C:25]([CH2:26]Cl)=[CH:24][CH:23]=1)[CH3:20]>C1CCCCC1.C(OCC)C.C(OCC)C>[CH2:19]([O:21][C:22]1[CH:29]=[CH:28][C:25]([CH2:26][CH2:18][C:15]2[CH:14]=[CH:13][C:12]([CH2:8][CH2:9][CH2:10][CH3:11])=[CH:17][N:16]=2)=[CH:24][CH:23]=1)[CH3:20] |f:3.4|. Reported procedure: 46 ml of a 2.2 molar solution of phenyllithium in cyclohexane/diethyl ether (7:3) are added with ice cooling to a solution of 14.9 g of 5-butyl-2-picoline in 50 ml of diethyl ether. After 1 hour of stirring, 15.9 g of 4-ethoxybenzyl chloride in 50 ml of diethyl ether are then added at room temperature, and the ether starts to boil. The reaction mixture is poured onto ice after 1 hour, and the organic phase is worked up. Separation by column chromatography (silica gel, toluene) and recrystallizat... Reactants: COC1=CSC=C1 (3-methoxythiophene), C(CCC)[Li] (butyllithium), C(=O)=O (dry ice), ice, Cl (HCl), C(=O)=O (dry ice). The solvent is CCOCC (ether). Run at temperature -78 celsius, time 1 hour. Yields the product COC1=C(SC=C1)C(=O)O (3-methoxy-2-thienylcarboxlic acid). Reaction SMILES: [CH3:1][O:2][C:3]1[CH:7]=[CH:6][S:5][CH:4]=1.C([Li])CCC.[C:13](=[O:15])=[O:14].Cl>CCOCC>[CH3:1][O:2][C:3]1[CH:7]=[CH:6][S:5][C:4]=1[C:13]([OH:15])=[O:14]. Reported procedure: To a solution of 3-methoxythiophene (4.81 g, 42.1 mmol) in ether (20 mL) at −78° C., butyllithium (17 mL, 47.6 mmol) was added. The reaction mixture was stirred at −78° C. for 1 hour, then it was warmed to 0° C. for 3 hours. After to recooling −78° C. the reaction mixture was poured into a beaker filled with crushed dry ice (14.5 g) and allowed to stand until the excess dry ice had completely sublimed. Then the reaction mixture was poured into a mixture of ice (10 g) to which conc. HCl (24 mL) h... The reactants are Cc1ccc(C=CC(=O)O)o1, [Na+], [OH-], O. The product is Cc1ccc(CCC(=O)O)o1. As a reaction SMILES: [CH3:1][c:2]1[cH:3][cH:4][c:5]([CH:7]=[CH:8][C:9](=[O:10])[OH:11])[o:6]1.[Na+:14].[OH-:13].[OH2:12]>>[CH3:1][c:2]1[cH:3][cH:4][c:5]([CH2:7][CH2:8][C:9](=[O:10])[OH:11])[o:6]1.